Dataset: the Open Reaction Database (ORD), a public repository of structured organic reaction records. Task: describe an organic reaction: reactants, conditions, products, and yield The reactants are C(C)(C)(C)OC(NC1=C(C=C(C(=C1)NC(C)C)Cl)N)=O ((2-amino-4-chloro-5-isopropylamino-phenyl)-carbamic acid tert-butyl ester), C(C)(C)(C)OC(CC(C1=CC(=CC=C1)N1N=NC=C1COC1OCCCC1)=O)=O ((RS)-3-oxo-3-{3-[5-(tetrahydro-pyran-2-yloxymethyl)-[1,2,3]triazol-1-yl]-phenyl}-propionic acid tert-butyl ester). Product: C(C)(C)(C)OC(NC1=C(C=C(C(=C1)NC(C)C)Cl)NC(CC(C1=CC(=CC=C1)N1N=NC=C1COC1OCCCC1)=O)=O)=O ((RS)-[4-Chloro-5-isopropylamino-2-(3-oxo-3-{3-[5-(tetrahydro-pyran-2-yloxymethyl)-[1,2,3]triazol-1-yl]-phenyl}-propionylamino)-phenyl]-carbamic acid tert-butyl ester), foam. Yield: 60.0%. Reaction SMILES: [C:1]([O:5][C:6](=[O:20])[NH:7][C:8]1[CH:13]=[C:12]([NH:14][CH:15]([CH3:17])[CH3:16])[C:11]([Cl:18])=[CH:10][C:9]=1[NH2:19])([CH3:4])([CH3:3])[CH3:2].C([O:25][C:26](=O)[CH2:27][C:28](=[O:48])[C:29]1[CH:34]=[CH:33][CH:32]=[C:31]([N:35]2[C:39]([CH2:40][O:41][CH:42]3[CH2:47][CH2:46][CH2:45][CH2:44][O:43]3)=[CH:38][N:37]=[N:36]2)[CH:30]=1)(C)(C)C>>[C:1]([O:5][C:6](=[O:20])[NH:7][C:8]1[CH:13]=[C:12]([NH:14][CH:15]([CH3:16])[CH3:17])[C:11]([Cl:18])=[CH:10][C:9]=1[NH:19][C:26](=[O:25])[CH2:27][C:28](=[O:48])[C:29]1[CH:34]=[CH:33][CH:32]=[C:31]([N:35]2[C:39]([CH2:40][O:41][CH:42]3[CH2:47][CH2:46][CH2:45][CH2:44][O:43]3)=[CH:38][N:37]=[N:36]2)[CH:30]=1)([CH3:3])([CH3:2])[CH3:4]. Procedure: The title compound was prepared from (2-amino-4-chloro-5-isopropylamino-phenyl)-carbamic acid tert-butyl ester (Example J40) (300 mg, 1.0 mmol) and (RS)-3-oxo-3-{3-[5-(tetrahydro-pyran-2-yloxymethyl)-[1,2,3]triazol-1-yl]-phenyl}-propionic acid tert-butyl ester (Example K5) (401 mg, 1.0 mmol) according to the general procedure M. Obtained as a light yellow foam (375 mg, 60%). Reactants: NC1=C(C=CC=C1)NC(C1=CC=C(C=C1)CNC1=NC=CC(=N1)C1=NC=CN=C1)=O (N-(2-Amino-phenyl)-4-[(4-pyrazin-2-yl-pyrimidin-2-ylamino)-methyl]-benzamide), N1=C(C=NC=C1)C(C)=O (1-pyrazin-2-yl-ethanone), CC=1N=C2N(C=CC=C2)C1C(C)=O (1-(2-Methylimidazo[1,2-a]pyridin-3-yl)ethanone). Yields the product NC1=C(C=CC=C1)NC(C1=CC=C(C=C1)CNC1=NC=CC(=N1)C1=C(N=C2N1C=CC=C2)C)=O (N-(2-Aminophenyl)-4-((4-(2-methylimidazo[1,2-a]pyridin-3-yl)pyrimidin-2-ylamino)methyl)benzamide). As a reaction SMILES: [NH2:1][C:2]1[CH:7]=[CH:6][CH:5]=[CH:4][C:3]=1[NH:8][C:9](=[O:30])[C:10]1[CH:15]=[CH:14][C:13]([CH2:16][NH:17][C:18]2[N:23]=C(C3C=NC=CN=3)C=[CH:20][N:19]=2)=[CH:12][CH:11]=1.N1C=CN=CC=1C(=O)C.[CH3:40][C:41]1[N:42]=[C:43]2[CH:48]=[CH:47][CH:46]=[CH:45][N:44]2[C:49]=1[C:50](=O)[CH3:51]>>[NH2:1][C:2]1[CH:7]=[CH:6][CH:5]=[CH:4][C:3]=1[NH:8][C:9](=[O:30])[C:10]1[CH:15]=[CH:14][C:13]([CH2:16][NH:17][C:18]2[N:23]=[C:50]([C:49]3[N:44]4[CH:45]=[CH:46][CH:47]=[CH:48][C:43]4=[N:42][C:41]=3[CH3:40])[CH:51]=[CH:20][N:19]=2)=[CH:12][CH:11]=1. Reported procedure: Title compound was obtained according to the scheme 6 similarly to the compound 26a (Example 29) using instead of 1-pyrazin-2-yl-ethanone as the starting material the ketone 333 (Table 11). Characterization of the title compound is provided in the Table 12. Reactants: CCCCC[C@@H](/C=C/[C@H]1[C@@H](CC(=O)[C@@H]1CCCCCCC(=O)O)O)O (PGE1), [BH4-].[Na+] (sodium borohydride), alcohol. Yields the product CCCCC[C@@H](/C=C/[C@H]1[C@@H](C[C@@H]([C@@H]1CCCCCCC(=O)O)O)O)O (PGF1α), CCCCC[C@@H](/C=C/[C@H]1[C@@H](C[C@H]([C@@H]1CCCCCCC(=O)O)O)O)O (PGF1β). RXN SMILES: [CH3:1][CH2:2][CH2:3][CH2:4][CH2:5][C@H:6]([OH:25])/[CH:7]=[CH:8]/[C@@H:9]1[C@@H:14]([CH2:15][CH2:16][CH2:17][CH2:18][CH2:19][CH2:20][C:21]([OH:23])=[O:22])[C:12](=[O:13])[CH2:11][C@H:10]1[OH:24].[BH4-].[Na+]>>[CH3:1][CH2:2][CH2:3][CH2:4][CH2:5][C@H:6]([OH:25])/[CH:7]=[CH:8]/[C@@H:9]1[C@@H:14]([CH2:15][CH2:16][CH2:17][CH2:18][CH2:19][CH2:20][C:21]([OH:23])=[O:22])[C@@H:12]([OH:13])[CH2:11][C@H:10]1[OH:24].[CH3:1][CH2:2][CH2:3][CH2:4][CH2:5][C@H:6]([OH:25])/[CH:7]=[CH:8]/[C@@H:9]1[C@@H:14]([CH2:15][CH2:16][CH2:17][CH2:18][CH2:19][CH2:20][C:21]([OH:23])=[O:22])[C@H:12]([OH:13])[CH2:11][C@H:10]1[OH:24] |f:1.2|. Procedure details: Specifically to formulate the analogue of PGA1, which bears the name of Methyl 15-Hydroxy-9-oxo-16,17,18,19,20-pentanorprosta-10,13E-dien-1-oate (XVI), the depentyl PGE1 (Methyl 11α,15-Dihydroxy-9-oxo-16,17,18,19,20-pentanorprost-13E-en-1-oate (XV) is mixed with a mild carboxylic acid at a relatively high temperature of about 50° to 70° C. Using acetic acid also gives the 15-acetate (XVII). On the other hand, mixing the same depentyl analogue of PGE1 with sodium borohydride in a dry alcohol at a... The reactants are C(=CC1=CC=CC=C1)C=CC(=O)O (styrene-acrylic acid). Run in C1(CCCCC1)=O (cyclohexanone). Product: C=CC1=CC=CC=C1.C=CC(=O)O (JONCRYL 586). RXN SMILES: [CH:1]([CH:9]=[CH:10][C:11]([OH:13])=[O:12])=[CH:2][C:3]1[CH:8]=[CH:7][CH:6]=[CH:5][CH:4]=1>C1(=O)CCCCC1>[CH2:1]=[CH:2][C:3]1[CH:8]=[CH:7][CH:6]=[CH:5][CH:4]=1.[CH2:9]=[CH:10][C:11]([OH:13])=[O:12] |f:2.3|. Reported procedure: styrene-acrylic acid copolymer resin (Mw=3,100, solid acid value=108, manufactured by Johnson Polymers Ltd.) dissolved in cyclohexanone; solid content=60%, solid equivalent=519 g/eq, refractive index=1.55 The product is COc1ccc(-c2ncc3c(n2)C(=O)CCC3)cc1. Reactants: CC(=O)O, CCOC1=CCCc2cnc(-c3ccc(OC)cc3)nc21, O. Reaction SMILES: [C:23]([OH:24])(=[O:25])[CH3:26].[CH2:1]([CH3:2])[O:3][C:4]1=[CH:5][CH2:6][CH2:7][c:8]2[cH:9][n:10][c:11](-[c:14]3[cH:15][cH:16][c:17]([O:20][CH3:21])[cH:18][cH:19]3)[n:12][c:13]21.[OH2:22]>>[O:3]=[C:4]1[CH2:5][CH2:6][CH2:7][c:8]2[cH:9][n:10][c:11](-[c:14]3[cH:15][cH:16][c:17]([O:20][CH3:21])[cH:18][cH:19]3)[n:12][c:13]21. Reactants: COC1=CC=C2C=CN3C(C2=C1)=NC=C(C3=O)C(=O)OCC (ethyl 10-methoxy-4-oxo-4H-pyrimido[2,1-a]isoquinoline-3-carboxylate). The solvent is C(C)(=O)O (acetic acid), Cl (hydrochloric acid), O (water). The product is COC1=CC=C2C=CN3C(C2=C1)=NC=C(C3=O)C(=O)O (10-Methoxy-4-oxo-4H-pyrimido[2,1-a]isoquinoline-3-carboxylic acid). The yield is 96.0%. RXN SMILES: [CH3:1][O:2][C:3]1[CH:12]=[C:11]2[C:6]([CH:7]=[CH:8][N:9]3[C:16](=[O:17])[C:15]([C:18]([O:20]CC)=[O:19])=[CH:14][N:13]=[C:10]32)=[CH:5][CH:4]=1>C(O)(=O)C.Cl.O>[CH3:1][O:2][C:3]1[CH:12]=[C:11]2[C:6]([CH:7]=[CH:8][N:9]3[C:16](=[O:17])[C:15]([C:18]([OH:20])=[O:19])=[CH:14][N:13]=[C:10]32)=[CH:5][CH:4]=1. Procedure: A solution of ethyl 10-methoxy-4-oxo-4H-pyrimido[2,1-a]isoquinoline-3-carboxylate (3.0 g., 0.010 mole) in a mixture of acetic acid (45 ml.) and 37% hydrochloric acid (23 ml.) was refluxed for 45 minutes. The mixture was cooled, diluted with water, and the yellow solid collected and dried to give the title acid: 2.6 g.(96% yield) m.p. 261°-263°. Recrystallization from acetic acid followed by n-butyl acetate gave the analytical sample, m.p. 262°-264°. Reactants: CCCC[SnH](CCCC)CCCC, [Li]CCCC, CC(C)NC(C)C, CC(C)(CC=O)c1ccc(Cl)cc1, C1CCOC1. The product is CCCC[Sn](CCCC)(CCCC)C(O)CC(C)(C)c1ccc(Cl)cc1. Reaction SMILES: [CH2:13]([CH2:14][CH2:15][CH3:16])[SnH:17]([CH2:18][CH2:19][CH2:20][CH3:21])[CH2:22][CH2:23][CH2:24][CH3:25].[CH2:8]([Li:9])[CH2:10][CH2:11][CH3:12].[CH:1]([NH:2][CH:3]([CH3:4])[CH3:5])([CH3:6])[CH3:7].[Cl:26][c:27]1[cH:28][cH:29][c:30]([C:33]([CH2:34][CH:35]=[O:36])([CH3:37])[CH3:38])[cH:31][cH:32]1.[O:39]1[CH2:40][CH2:41][CH2:42][CH2:43]1>>[CH2:13]([CH2:14][CH2:15][CH3:16])[Sn:17]([CH2:18][CH2:19][CH2:20][CH3:21])([CH2:22][CH2:23][CH2:24][CH3:25])[CH:35]([CH2:34][C:33]([c:30]1[cH:29][cH:28][c:27]([Cl:26])[cH:32][cH:31]1)([CH3:37])[CH3:38])[OH:36]. The reactants are CC1(CCCC(N1[O])(C)C)C (TEMPO), [O-]S(=O)(=S)[O-].[Na+].[Na+] (Na2S2O3), OCCCCCC(=O)OCC (ethyl 6-hydroxyhexanoate), C(C)(=O)O.C(C)(=O)O.IC1=CC=CC=C1 (iodobenzene diacetate). Run in C(Cl)Cl (CH2Cl2), C(Cl)Cl (CH2Cl2). Run at time 2 hour. The product is C(=O)CCCCC(=O)OCC (Ethyl 5-formylpentanoate). RXN SMILES: [OH:1][CH2:2][CH2:3][CH2:4][CH2:5][CH2:6][C:7]([O:9][CH2:10][CH3:11])=[O:8].CC1(C)N([O])C(C)(C)CCC1.C(O)(=O)C.C(O)(=O)C.IC1C=CC=CC=1.[O-]S([O-])(=S)=O.[Na+].[Na+]>C(Cl)Cl>[CH:2]([CH2:3][CH2:4][CH2:5][CH2:6][C:7]([O:9][CH2:10][CH3:11])=[O:8])=[O:1] |f:2.3.4,5.6.7,^1:15|. Procedure details: To a flask containing ethyl 6-hydroxyhexanoate (4.07 mL, 25.0 mmol) in CH2Cl2 (25 mL) was added TEMPO (391 mg, 2.50 mmol) followed by iodobenzene diacetate (8.86 g, 27.5 mmol). The reaction was stirred 2 hours and then diluted with CH2Cl2 (100 mL). Saturated aqueous solution of Na2S2O3 (100 mL) was added and extracted with CH2Cl2 (3×50 mL). The combined organics were washed with saturated aqueous NaHCO3 (150 mL) and brine (150 mL), dried over Na2SO4, and concentrated in vacuo. The resulting resi...